From a dataset of the Open Reaction Database (ORD), a public repository of structured organic reaction records. describe an organic reaction: reactants, conditions, products, and yield Reactants: Clc1ccc(Cc2ccccn2)cc1, [NH4+], [OH-], O=[N+]([O-])O. Yields the product O=[N+]([O-])c1cc(Cc2ccccn2)ccc1Cl. RXN SMILES: [Cl:1][c:2]1[cH:3][cH:4][c:5]([CH2:6][c:7]2[n:8][cH:9][cH:10][cH:11][cH:12]2)[cH:13][cH:14]1.[NH4+:19].[OH-:20].[OH:15][N+:16]([O-:17])=[O:18]>>[Cl:1][c:2]1[c:3]([N+:16](=[O:15])[O-:17])[cH:4][c:5]([CH2:6][c:7]2[n:8][cH:9][cH:10][cH:11][cH:12]2)[cH:13][cH:14]1. The reactants are C1CCNC1, NC(=O)c1cc(-c2ccsc2)cc2c(C3CCN(S(=O)(=O)CCCCl)CC3)n[nH]c12, [I-], [K+], [K+], [Na+], O=C([O-])[O-], CN(C)C=O. The product is NC(=O)c1cc(-c2ccsc2)cc2c(C3CCN(S(=O)(=O)CCCN4CCCC4)CC3)n[nH]c12. Reaction SMILES: [CH2:39]1[CH2:40][CH2:41][NH:42][CH2:43]1.[Cl:1][CH2:2][CH2:3][CH2:4][S:5](=[O:6])(=[O:7])[N:8]1[CH2:9][CH2:10][CH:11]([c:14]2[n:15][nH:16][c:17]3[c:18]([C:28](=[O:29])[NH2:30])[cH:19][c:20](-[c:23]4[cH:24][s:25][cH:26][cH:27]4)[cH:21][c:22]23)[CH2:12][CH2:13]1.[I-:38].[K+:31].[K+:32].[Na+:37].[O-:33][C:34]([O-:35])=[O:36].[O:44]=[CH:45][N:46]([CH3:47])[CH3:48]>>[CH2:2]([CH2:3][CH2:4][S:5](=[O:6])(=[O:7])[N:8]1[CH2:9][CH2:10][CH:11]([c:14]2[n:15][nH:16][c:17]3[c:18]([C:28](=[O:29])[NH2:30])[cH:19][c:20](-[c:23]4[cH:24][s:25][cH:26][cH:27]4)[cH:21][c:22]23)[CH2:12][CH2:13]1)[N:42]1[CH2:41][CH2:40][CH2:39][CH2:43]1.